This data is from the Open Reaction Database (ORD), a public repository of structured organic reaction records. The task is: describe an organic reaction: reactants, conditions, products, and yield Yields the product O1CCN(CC1)C=1C2=C(N=C(N1)C=1C=NC(=NC1)N)C=C(S2)CN2CCC(CC2)S(=O)(=O)C=2SC=CN2 (5-(4-morpholino-6-((4-(thiazol-2-ylsulfonyl)piperidin-1-yl)methyl)thieno[3,2-d]pyrimidin-2-yl)pyrimidin-2-amine). Starting materials: ClC=1N=C(C2=C(N1)C=C(S2)CN2CCC(CC2)S(=O)(=O)C=2SC=CN2)N2CCOCC2 (2-Chloro-4-morpholin-4-yl-6-[4(thiazole-2-sulfonyl)-piperidin-1-ylmethyl]-thieno[3,2-d]pyrimidine), NC1=NC=C(C=N1)B(O)O (2-aminopyrimidine-5-boronic acid). As a reaction SMILES: Cl[C:2]1[N:3]=[C:4]([N:26]2[CH2:31][CH2:30][O:29][CH2:28][CH2:27]2)[C:5]2[S:10][C:9]([CH2:11][N:12]3[CH2:17][CH2:16][CH:15]([S:18]([C:21]4[S:22][CH:23]=[CH:24][N:25]=4)(=[O:20])=[O:19])[CH2:14][CH2:13]3)=[CH:8][C:6]=2[N:7]=1.[NH2:32][C:33]1[N:38]=[CH:37][C:36](B(O)O)=[CH:35][N:34]=1>>[O:29]1[CH2:28][CH2:27][N:26]([C:4]2[C:5]3[S:10][C:9]([CH2:11][N:12]4[CH2:13][CH2:14][CH:15]([S:18]([C:21]5[S:22][CH:23]=[CH:24][N:25]=5)(=[O:19])=[O:20])[CH2:16][CH2:17]4)=[CH:8][C:6]=3[N:7]=[C:2]([C:36]3[CH:35]=[N:34][C:33]([NH2:32])=[N:38][CH:37]=3)[N:3]=2)[CH2:31][CH2:30]1. Procedure: 2-Chloro-4-morpholin-4-yl-6-[4(thiazole-2-sulfonyl)-piperidin-1-ylmethyl]-thieno[3,2-d]pyrimidine was reacted with 2-aminopyrimidine-5-boronic acid in General Procedure A. Purification on silica yielded 310. NMR (CDCl3): 2.03-2.18 (4H, m), 2.18-2.22 (2H, m), 3.12-3.16 (2H, m), 3.39-3.46 (1H, m), 3.84 (2H, s), 3.90-3.93 (4H, m), 4.03-4.06 (4H, m), 5.20 (2H, br), 7.26 (1H, s), 7.79 (1H, d, J=3.0), 8.11 (1H, d, J=3.0), 9.29 (2H, s). MS (ESI+): MH+ 559.13 (100%) Starting materials: CC(=O)Oc2ccc1ccccc1c2 (substrate), c4(F)ccc(B3OB(c1ccc(F)cc1)OB(c2ccc(F)cc2)O3)cc4 (effective_coupling_partner). Reagents/catalysts: PCy3. Reaction conditions: temperature 110 celsius, time 12 hour. Product: c3(F)ccc(c2ccc1ccccc1c2)cc3. The reactants are C1(=CC=C(C=C1)C[C@H](C(=O)N(CCC=1SC=CC1)C)NC)C1=CC=CC=C1 ((2R)-3-(biphenyl-4-yl)-N-methyl-2-(methylamino)-N-(2-(2-thienyl)ethyl)propionamide), C(C)N(C(C)C)C(C)C (ethyldiisopropylamine), C(C)(C)(C)OC(=O)NC(C/C=C/C(=O)O)(C)C ((2E)-5-(tert-butoxycarbonylamino)-5-methylhex-2-enoic acid), ON1N=NC2=C1N=CC=C2 (1-hydroxy-7-azabenzotriazole), Cl.CN(CCCN=C=NCC)C (N-(3-Dimethylaminopropyl)-N'-ethylcarbodiimide hydrochloride). Solvent: ClCCl (dichloromethane), CN(C=O)C (N,N-dimethyformamide), ClCCl (dichloromethane), C(C)(=O)OCC (ethyl acetate). Reaction conditions: temperature 0 celsius, time 10 minute. Product: C(C)(C)(C)OC(NC(C\C=C\C(N(C)[C@H](CC1=CC=C(C=C1)C1=CC=CC=C1)C(N(CCC=1SC=CC1)C)=O)=O)(C)C)=O ((3E)-4-(N-((1R)-2-(biphenyl-4-yl)-1-(N-methyl-N-(2-(2-thienyl)ethyl)carbamoyl)ethyl)-N-methylcarbamoyl)-1,1-dimethylbut-3-enylcarbamic acid tert-butyl ester). Isolated yield 74.6%. Reaction SMILES: [C:1]([O:5][C:6]([NH:8][C:9]([CH3:17])([CH3:16])[CH2:10]/[CH:11]=[CH:12]/[C:13]([OH:15])=O)=[O:7])([CH3:4])([CH3:3])[CH3:2].ON1C2N=CC=CC=2N=N1.Cl.CN(C)CCCN=C=NCC.[C:40]1([C:61]2[CH:66]=[CH:65][CH:64]=[CH:63][CH:62]=2)[CH:45]=[CH:44][C:43]([CH2:46][C@@H:47]([NH:59][CH3:60])[C:48]([N:50]([CH3:58])[CH2:51][CH2:52][C:53]2[S:54][CH:55]=[CH:56][CH:57]=2)=[O:49])=[CH:42][CH:41]=1.C(N(C(C)C)C(C)C)C>CN(C)C=O.ClCCl.C(OCC)(=O)C>[C:1]([O:5][C:6](=[O:7])[NH:8][C:9]([CH3:17])([CH3:16])[CH2:10]/[CH:11]=[CH:12]/[C:13](=[O:15])[N:59]([C@@H:47]([C:48](=[O:49])[N:50]([CH3:58])[CH2:51][CH2:52][C:53]1[S:54][CH:55]=[CH:56][CH:57]=1)[CH2:46][C:43]1[CH:42]=[CH:41][C:40]([C:61]2[CH:66]=[CH:65][CH:64]=[CH:63][CH:62]=2)=[CH:45][CH:44]=1)[CH3:60])([CH3:2])([CH3:3])[CH3:4] |f:2.3|. Reported procedure: A solution of (2E)-5-(tert-butoxycarbonylamino)-5-methylhex-2-enoic acid (202 mg, 0.83 mmol) and 1-hydroxy-7-azabenzotriazole (113 mg, 0.83 mmol) in N,N-dimethyformamide (3 ml) and dichloromethane (3 ml) was cooled to 0° C. N-(3-Dimethylaminopropyl)-N'-ethylcarbodiimide hydrochloride (159 mg, 0.83 mmol) was added. The reaction mixture was stirred for 10 min at 0° C. A solution of (2R)-3-(biphenyl-4-yl)-N-methyl-2-(methylamino)-N-(2-(2-thienyl)ethyl)propionamide (314 mg, 0.83 mmol) in dichloromet... The reactants are ClC1=C2C(=NC=C1)C=C(S2)C=2N(C=CN2)C (7-Chloro-2-(1-methyl-1H-imidazol-2-yl)thieno[3,2-b]pyridine), FC1=C(OC2=C3C(=NC=C2)C=C(S3)C=3SC=CN3)C=CC(=C1)[N+](=O)[O-] (7-(2-Fluoro-4-nitrophenoxy)-2-(thiazol-2-yl)thieno[3,2-b]pyridine), COC=1C=C(C=CC1[N+](=O)[O-])O (3-methoxy-4-nitrophenol). Product: COC=1C=C(OC2=C3C(=NC=C2)C=C(S3)C=3N(C=CN3)C)C=CC1[N+](=O)[O-] (7-(3-Methoxy-4-nitrophenoxy)-2-(1-methyl-1H-imidazol-2-yl)thieno[3,2-b]pyridine). Yield: 9.0%. RXN SMILES: Cl[C:2]1[CH:7]=[CH:6][N:5]=[C:4]2[CH:8]=[C:9]([C:11]3[N:12]([CH3:16])[CH:13]=[CH:14][N:15]=3)[S:10][C:3]=12.FC1C=C([N+]([O-])=O)C=CC=1OC1C=CN=C2C=C(C3SC=CN=3)SC=12.[CH3:42][O:43][C:44]1[CH:45]=[C:46]([OH:53])[CH:47]=[CH:48][C:49]=1[N+:50]([O-:52])=[O:51]>>[CH3:42][O:43][C:44]1[CH:45]=[C:46]([CH:47]=[CH:48][C:49]=1[N+:50]([O-:52])=[O:51])[O:53][C:2]1[CH:7]=[CH:6][N:5]=[C:4]2[CH:8]=[C:9]([C:11]3[N:12]([CH3:16])[CH:13]=[CH:14][N:15]=3)[S:10][C:3]=12. Procedure details: Starting from compound 214, following the procedure described above for the synthesis of compound 11 (scheme 2, step 3, example 12) but replacing 2-fluoro-4-nitrophenol with 3-methoxy-4-nitrophenol [Hodgson, C., J. Chem. Soc., 1929, 2778], title compound 215 was obtained in 9% yield. MS (m/z) 383.1 (M+H). Product: C1(CC1)C=1N=CC=C2C1OCC2=O (7-cyclopropylfuro[2,3-c]pyridin-3(2H)-one). As a reaction SMILES: O1C2=CN=CC=C2C(=O)C1.C(OC([C:16]1[O:27][C:19]2=[C:20]([CH:24]3[CH2:26][CH2:25]3)[N:21]=[CH:22][CH:23]=[C:18]2[C:17]=1[OH:28])=O)C>>[CH:24]1([C:20]2[N:21]=[CH:22][CH:23]=[C:18]3[C:17](=[O:28])[CH2:16][O:27][C:19]=23)[CH2:26][CH2:25]1. Reactants: O1CC(C=2C1=CN=CC2)=O (furo[2,3-c]pyridin-3(2H)-one), C(C)OC(=O)C1=C(C=2C(=C(N=CC2)C2CC2)O1)O (3-hydroxy-7-cyclopropylfuro[2,3-c]pyridine-2-carboxylic acid ethyl ester). Procedure: This compound was prepared using a method analogous to that of furo[2,3-c]pyridin-3(2H)-one (A.2.4.3), 3-hydroxy-7-cyclopropylfuro[2,3-c]pyridine-2-carboxylic acid ethyl ester replacing 3-hydroxyfuro[2,3-c]pyridine-2-carboxylic acid ethyl ester; The reactants are CCCC[N+](CCCC)(CCCC)CCCC, C1CCOC1, Cc1nc(C(F)(F)F)ccc1C(=O)Nc1ccc(Cl)c(-c2ccc(O[Si](C(C)C)(C(C)C)C(C)C)cn2)c1, [F-]. Yields the product Cc1nc(C(F)(F)F)ccc1C(=O)Nc1ccc(Cl)c(-c2ccc(O)cn2)c1. Reaction SMILES: [CH2:40]([N+:41]([CH2:42][CH2:43][CH2:44][CH3:45])([CH2:46][CH2:47][CH2:48][CH3:49])[CH2:50][CH2:51][CH2:52][CH3:53])[CH2:54][CH2:55][CH3:56].[CH2:57]1[O:58][CH2:59][CH2:60][CH2:61]1.[Cl:1][c:2]1[c:3](-[c:22]2[n:23][cH:24][c:25]([O:28][Si:29]([CH:30]([CH3:31])[CH3:32])([CH:33]([CH3:34])[CH3:35])[CH:36]([CH3:37])[CH3:38])[cH:26][cH:27]2)[cH:4][c:5]([NH:8][C:9]([c:10]2[c:11]([CH3:20])[n:12][c:13]([C:16]([F:17])([F:18])[F:19])[cH:14][cH:15]2)=[O:21])[cH:6][cH:7]1.[F-:39]>>[Cl:1][c:2]1[c:3](-[c:22]2[n:23][cH:24][c:25]([OH:28])[cH:26][cH:27]2)[cH:4][c:5]([NH:8][C:9]([c:10]2[c:11]([CH3:20])[n:12][c:13]([C:16]([F:17])([F:18])[F:19])[cH:14][cH:15]2)=[O:21])[cH:6][cH:7]1.